Dataset: the Open Reaction Database (ORD), a public repository of structured organic reaction records. Task: describe an organic reaction: reactants, conditions, products, and yield Starting materials: C(C1=CC(C=O)=CC=C1)=O (isophthalaldehyde), FC=1C=C2C=CC(=NC2=CC1F)C (6,7-difluoro-2-methylquinoline), C(C)(=O)OC(C)=O (acetic anhydride). The solvent is C=1(C(=CC=CC1)C)C (xylene). Yields the product FC=1C=C2C=CC(=NC2=CC1F)C=CC=1C=C(C=O)C=CC1 (3-(2-(6,7-Difluoro-2-quinolinyl)ethenyl)benzaldehyde). The yield is 59429.1%. As a reaction SMILES: [CH:1](=[O:10])[C:2]1[CH:9]=[CH:8][CH:7]=[C:4]([CH:5]=O)[CH:3]=1.[F:11][C:12]1[CH:13]=[C:14]2[C:19](=[CH:20][C:21]=1[F:22])[N:18]=[C:17]([CH3:23])[CH:16]=[CH:15]2.C(OC(=O)C)(=O)C>C1(C)C(C)=CC=CC=1>[F:11][C:12]1[CH:13]=[C:14]2[C:19](=[CH:20][C:21]=1[F:22])[N:18]=[C:17]([CH:23]=[CH:5][C:4]1[CH:3]=[C:2]([CH:9]=[CH:8][CH:7]=1)[CH:1]=[O:10])[CH:16]=[CH:15]2. Procedure: A solution of isophthalaldehyde (312.4 g, 2.33 mmol), 6,7-difluoro-2-methylquinoline (278.4 g, 1.55 mmol) and acetic anhydride (416 mL) in 2 L of xylene was heated to reflux overnight. The solvent was evaporated and the product was swished in 2.5 L of EtOAc to yield the title compound (272 g, 56%). 1H NMR (CD3COCD3): δ 10.12 (1H, s), 8.4 (1H, d), 8.29 (1H, s), 8.1-7.85 (6H, m), 7.7-7.55 (2H, m). Reactants: CO, [Cu+2], NN, O, O, Cc1c(C=CC(=O)O)oc2cccc(O)c12, O=S(=O)([O-])[O-]. The product is Cc1c(CCC(=O)O)oc2cccc(O)c12. As a reaction SMILES: [CH3:27][OH:28].[Cu+2:26].[NH2:18][NH2:19].[OH2:17].[OH2:20].[OH:1][c:2]1[cH:3][cH:4][cH:5][c:6]2[c:7]1[c:8]([CH3:16])[c:9]([CH:11]=[CH:12][C:13](=[O:14])[OH:15])[o:10]2.[S:21]([O-:22])([O-:23])(=[O:24])=[O:25]>>[OH:1][c:2]1[cH:3][cH:4][cH:5][c:6]2[c:7]1[c:8]([CH3:16])[c:9]([CH2:11][CH2:12][C:13](=[O:14])[OH:15])[o:10]2. The reactants are COCCOCCOCCO (triethylene glycol monomethyl ether), C(=O)(Cl)Cl (phosgene), C1(=CC=CC=C1)C (toluene), CCOCC (ether). Reaction conditions: time 15 hour. Yields the product ClC(=O)OCOCCOCCOCC (2,5,8-Trioxadecyl Chloroformate). Yield: 95.0%. Reaction SMILES: [CH3:1][O:2][CH2:3][CH2:4][O:5][CH2:6][CH2:7][O:8][CH2:9][CH2:10]O.[C:12]([Cl:15])(Cl)=[O:13].C1(C)C=CC=CC=1.CC[O:25]CC>>[Cl:15][C:12]([O:13][CH2:1][O:2][CH2:3][CH2:4][O:5][CH2:6][CH2:7][O:8][CH2:9][CH3:10])=[O:25]. Reported procedure: A solution of triethylene glycol monomethyl ether (2 g, 12.2 mmol) in ether (15 mL) was added dropwise to a stirred, ice-cold solution of 20% phosgene in toluene (11.36 mL, 21.92 mmol) over 20 min. The reaction mixture was allowed to warm to rt and stirring was continued for 15 h. Evaporation of the solvent give 2.63 g (95%) of the title compound. 1H NMR (CDCl3): δ 4.44 (m, 2H), 3.37 (m, 2H), 3.68-3.63 (m, 6H), 3.55 (m, 2H), 3.38 (s, 3H). Starting materials: O=C(Cl)OCc1ccccc1, Cl, O=C(O)C1CCCN1, [Na+], [OH-]. The product is O=C(O)C1CCCN1C(=O)OCc1ccccc1. As a reaction SMILES: [Cl:1][C:2](=[O:3])[O:4][CH2:5][c:6]1[cH:7][cH:8][cH:9][cH:10][cH:11]1.[ClH:20].[NH:12]1[CH:13]([C:17](=[O:18])[OH:19])[CH2:14][CH2:15][CH2:16]1.[Na+:22].[OH-:21]>>[C:2](=[O:3])([O:4][CH2:5][c:6]1[cH:7][cH:8][cH:9][cH:10][cH:11]1)[N:12]1[CH:13]([C:17](=[O:18])[OH:19])[CH2:14][CH2:15][CH2:16]1. The reactants are CC(C)=O, Cn1nnc(SCCl)n1, [I-], [Na+], O. Yields the product Cn1nnc(SCI)n1. Reaction SMILES: [CH3:12][C:13](=[O:14])[CH3:15].[Cl:1][CH2:2][S:3][c:4]1[n:5][n:6][n:7]([CH3:9])[n:8]1.[I-:11].[Na+:10].[OH2:16]>>[CH2:2]([S:3][c:4]1[n:5][n:6][n:7]([CH3:9])[n:8]1)[I:11]. The reactants are CCCC[N+](CCCC)(CCCC)CCCC, C[Si](C)(C)C(F)(F)F, O=Cc1ccc(Cl)nc1, [F-], C1CCOC1, O. The product is OC(c1ccc(Cl)nc1)C(F)(F)F. RXN SMILES: [CH2:24]([N+:25]([CH2:26][CH2:27][CH2:28][CH3:29])([CH2:30][CH2:31][CH2:32][CH3:33])[CH2:34][CH2:35][CH2:36][CH3:37])[CH2:38][CH2:39][CH3:40].[CH3:15][Si:16]([C:17]([F:18])([F:19])[F:20])([CH3:21])[CH3:22].[Cl:1][c:2]1[n:3][cH:4][c:5]([CH:6]=[O:7])[cH:8][cH:9]1.[F-:23].[O:10]1[CH2:11][CH2:12][CH2:13][CH2:14]1.[OH2:41]>>[Cl:1][c:2]1[n:3][cH:4][c:5]([CH:6]([OH:7])[C:17]([F:18])([F:19])[F:20])[cH:8][cH:9]1.